This data is from the Open Reaction Database (ORD), a public repository of structured organic reaction records. The task is: describe an organic reaction: reactants, conditions, products, and yield Reactants: COCCO (2-methoxy-ethanol), CC(C)([O-])C (tert-butoxide), FC1=C(C=CC(=C1)F)[N+](=O)[O-] (2,4-difluoro-1-nitro-benzene). The solvent is C1CCOC1 (THF), C1CCOC1 (THF), C(C)(=O)OCC (ethyl acetate). Conditions: temperature 0 celsius, time 30 minute. Yields the product FC1=CC(=C(C=C1)[N+](=O)[O-])OCCOC (4-Fluoro-2-(2-methoxy-ethoxy)-1-nitro-benzene). RXN SMILES: [CH3:1][O:2][CH2:3][CH2:4][OH:5].CC(C)([O-])C.F[C:12]1[CH:17]=[C:16]([F:18])[CH:15]=[CH:14][C:13]=1[N+:19]([O-:21])=[O:20]>C1COCC1.C(OCC)(=O)C>[F:18][C:16]1[CH:15]=[CH:14][C:13]([N+:19]([O-:21])=[O:20])=[C:12]([O:5][CH2:4][CH2:3][O:2][CH3:1])[CH:17]=1. Procedure: To a solution of 2-methoxy-ethanol in 4 ml dry THF, was added tert-butoxide (378 mg, 3.37 mmol) at 0° C. The resulting mixture was added dropwise to the solution of 2,4-difluoro-1-nitro-benzene (536 mg, 3.37 mmol) in 5 ml dry THF at 0° C. The mixture was stirred at 0° C. for 30 minutes, then diluted with ethyl acetate and washed with brine. The organic layers were combined and concentrated in vacuo to give 4-Fluoro-2-(2-methoxy-ethoxy)-1-nitro-benzene. 4-Fluoro-2-(2-methoxy-ethoxy)-1-nitro-benze... The reactants are alcohol, C(#N)C(O)C1=NC(=CC=C1)C1=CC(=C(C=C1)OC)OC (cyano [6-(3,4-dimethoxyphenyl)-2-pyridyl] methanol), C(#N)C(O)C1=NC(=CC=C1)OC1=C(C=CC=C1)F (cyano [6-(2-fluorophenoxy)-2-pyridyl]methanol), acid chloride, ClC=1C=CC2=C(C=C(S2)C(C(=O)O)C(C)C)C1 (2-(5-chloro-2-benzothienyl)-3-methylbutanoic acid). Reaction SMILES: C(C(C1C=CC=C(C2C=CC(OC)=C(OC)C=2)N=1)O)#N.[C:21]([CH:23]([C:25]1[CH:30]=[CH:29][CH:28]=[C:27]([O:31][C:32]2[CH:37]=[CH:36][CH:35]=[CH:34][C:33]=2[F:38])[N:26]=1)[OH:24])#[N:22].[Cl:39][C:40]1[CH:41]=[CH:42][C:43]2[S:47][C:46]([CH:48]([CH:52]([CH3:54])[CH3:53])[C:49]([OH:51])=[O:50])=[CH:45][C:44]=2[CH:55]=1>>[Cl:39][C:40]1[CH:41]=[CH:42][C:43]2[S:47][C:46]([CH:48]([CH:52]([CH3:53])[CH3:54])[C:49]([O-:51])=[O:50])=[CH:45][C:44]=2[CH:55]=1.[Cl:39][C:40]1[CH:41]=[CH:42][C:43]2[S:47][C:46]([CH:48]([CH:52]([CH3:53])[CH3:54])[C:49]([O:24][CH:23]([C:21]#[N:22])[C:25]3[CH:30]=[CH:29][CH:28]=[C:27]([O:31][C:32]4[CH:37]=[CH:36][CH:35]=[CH:34][C:33]=4[F:38])[N:26]=3)=[O:50])=[CH:45][C:44]=2[CH:55]=1. The product is ClC=1C=CC2=C(C=C(S2)C(C(=O)[O-])C(C)C)C1 (5-chloro-2-benzothienyl-3-methylbutanoate), ClC=1C=CC2=C(C=C(S2)C(C(=O)OC(C2=NC(=CC=C2)OC2=C(C=CC=C2)F)C#N)C(C)C)C1 (cyano[6-(2-fluorophenoxy)-2-pyridyl]methyl 2-(5-chloro-2-benzothienyl)-3-methylbutanoate). Procedure details: The alcohol, cyano [6-(3,4-dimethoxyphenyl)-2-pyridyl] methanol and cyano [6-(2-fluorophenoxy)-2-pyridyl]methanol, is reacted with the acid chloride of 2-(5-chloro-2-benzothienyl)-3-methylbutanoic acid to yield cyano[6-(3,4-dimethoxy-phenoxy)-2-pyridyl]methyl 2-(5-chloro-2-benzothienyl-3-methylbutanoate and cyano[6-(2-fluorophenoxy)-2-pyridyl]methyl 2-(5-chloro-2-benzothienyl)-3-methylbutanoate. Starting materials: CC1=CC(=NN1CC(=O)N1CCC(CC1)C=1SC=C(N1)C(=O)O)C(F)(F)F (2-(1-{[5-methyl-3-(trifluoromethyl)-1H-pyrazol-1-yl]acetyl}piperidin-4-yl)-1,3-thiazole-4-carboxylic acid), C1(CCCCC1)O (cyclohexanol). Yields the product CC1=CC(=NN1CC(=O)N1CCC(CC1)C=1SC=C(N1)C(=O)OC1CCCCC1)C(F)(F)F (Cyclohexyl 2-(1-{[5-methyl-3-(trifluoromethyl)-1H-pyrazol-1-yl]acetyl}piperidin-4-yl)-1,3-thiazole-4-carboxylate). Reaction SMILES: [CH3:1][C:2]1[N:6]([CH2:7][C:8]([N:10]2[CH2:15][CH2:14][CH:13]([C:16]3[S:17][CH:18]=[C:19]([C:21]([OH:23])=[O:22])[N:20]=3)[CH2:12][CH2:11]2)=[O:9])[N:5]=[C:4]([C:24]([F:27])([F:26])[F:25])[CH:3]=1.[CH:28]1(O)[CH2:33][CH2:32][CH2:31][CH2:30][CH2:29]1>>[CH3:1][C:2]1[N:6]([CH2:7][C:8]([N:10]2[CH2:15][CH2:14][CH:13]([C:16]3[S:17][CH:18]=[C:19]([C:21]([O:23][CH:28]4[CH2:33][CH2:32][CH2:31][CH2:30][CH2:29]4)=[O:22])[N:20]=3)[CH2:12][CH2:11]2)=[O:9])[N:5]=[C:4]([C:24]([F:27])([F:25])[F:26])[CH:3]=1. Reported procedure: A solution of 2-(1-{[5-methyl-3-(trifluoromethyl)-1H-pyrazol-1-yl]acetyl}piperidin-4-yl)-1,3-thiazole-4-carboxylic acid (III-4, 6.00 g) is reacted analogously to Example I-811 with cyclohexanol (1.94 g). This gives, after chromatographic purification, cyclohexyl 2-(1-{[5-methyl-3-(trifluoromethyl)-1H-pyrazol-1-yl]acetyl}piperidin-4-yl)-1,3-thiazole-4-carboxylate (5.00 g, 69%).